This data is from the Open Reaction Database (ORD), a public repository of structured organic reaction records. The task is: describe an organic reaction: reactants, conditions, products, and yield Starting materials: ClC1=C2C(=NC=C1)C=C(O2)I (7-chloro-2-iodofuro[3,2-b]pyridine), [C-]#N.[K+] (KCN). Reagents/catalysts: [Cu]I (copper (I) iodide), C=1C=CC(=CC1)[P](C=2C=CC=CC2)(C=3C=CC=CC3)[Pd]([P](C=4C=CC=CC4)(C=5C=CC=CC5)C=6C=CC=CC6)([P](C=7C=CC=CC7)(C=8C=CC=CC8)C=9C=CC=CC9)[P](C=1C=CC=CC1)(C=1C=CC=CC1)C=1C=CC=CC1 (Pd(Ph3P)4). The solvent is C(Cl)Cl (DCM), CN(C)C=O (DMF). Run at temperature 100 celsius, time 8 hour. The product is ClC1=C2C(=NC=C1)C=C(O2)C#N (7-chlorofuro[3,2-b]pyridine-2-carbonitrile). RXN SMILES: [Cl:1][C:2]1[CH:7]=[CH:6][N:5]=[C:4]2[CH:8]=[C:9](I)[O:10][C:3]=12.[C-:12]#[N:13].[K+]>CN(C=O)C.C(Cl)Cl.[Cu]I.C1C=CC([P]([Pd]([P](C2C=CC=CC=2)(C2C=CC=CC=2)C2C=CC=CC=2)([P](C2C=CC=CC=2)(C2C=CC=CC=2)C2C=CC=CC=2)[P](C2C=CC=CC=2)(C2C=CC=CC=2)C2C=CC=CC=2)(C2C=CC=CC=2)C2C=CC=CC=2)=CC=1>[Cl:1][C:2]1[CH:7]=[CH:6][N:5]=[C:4]2[CH:8]=[C:9]([C:12]#[N:13])[O:10][C:3]=12 |f:1.2,^1:28,30,49,68|. Procedure: In a sealed tube 7-chloro-2-iodofuro[3,2-b]pyridine (0.200 g, 0.72 mmol), KCN (0.093 g, 1.4 mmol), and copper (I) iodide (0.014 g, 0.072 mmol) were dissolved in 2 mL DMF. Pd(Ph3P)4(0.041 g, 0.036 mmol) was added, the tube was flushed with nitrogen, and the reaction in the tube was stirred overnight at 100° C. The reaction was cooled to RT, diluted with DCM, and washed with water. The aqueous layer was extracted with DCM, and the combined organic layers were washed with brine, dried with sodium s...